Dataset: the Open Reaction Database (ORD), a public repository of structured organic reaction records. Task: describe an organic reaction: reactants, conditions, products, and yield The reactants are compound, ClC1=NC=NC2=CC=C(C=C12)O (4-chloro-6-hydroxy-quinazoline), ClC=1C(N(N=CC1Cl)C)=O (4,5-dichloro-2-methyl-3(2H)pyridazinone), NC1=NN(C=C1)C (3-amino-1-methyl-1H-pyrazole). The product is ClC1=C(C(N(N=C1)C)=O)OC=1C=C2C(=NC=NC2=CC1)NC1=NN(C=C1)C (5-Chloro-2-methyl-4-({4-[(1-methyl-1H-pyrazol-3-yl)amino]quinazolin-6-yl}oxy)pyridazin-3(2H)-one). Reaction SMILES: Cl[C:2]1[C:3](=[O:10])[N:4]([CH3:9])[N:5]=[CH:6][C:7]=1[Cl:8].[NH2:11][C:12]1[CH:16]=[CH:15][N:14]([CH3:17])[N:13]=1.Cl[C:19]1[C:28]2[C:23](=[CH:24][CH:25]=[C:26]([OH:29])[CH:27]=2)[N:22]=[CH:21][N:20]=1>>[Cl:8][C:7]1[CH:6]=[N:5][N:4]([CH3:9])[C:3](=[O:10])[C:2]=1[O:29][C:26]1[CH:27]=[C:28]2[C:23](=[CH:24][CH:25]=1)[N:22]=[CH:21][N:20]=[C:19]2[NH:11][C:12]1[CH:16]=[CH:15][N:14]([CH3:17])[N:13]=1. Procedure details: The compound of Example 127 was manufactured by the same method as in Example 95, by a similar method thereto or by a combination of such a method with a conventional method using 4,5-dichloro-2-methyl-3(2H)pyridazinone, 3-amino-1-methyl-1H-pyrazole and 4-chloro-6-hydroxy-quinazoline. The reactants are COc1ccc(CNc2ncnc3c2CNCC3)cn1, CC#N, CCN(C(C)C)C(C)C, N#Cc1cc(Cl)ccc1F. The product is COc1ccc(CNc2ncnc3c2CN(c2ccc(Cl)cc2C#N)CC3)cn1. As a reaction SMILES: [CH3:1][O:2][c:3]1[cH:4][cH:5][c:6]([CH2:9][NH:10][c:11]2[c:12]3[c:13]([n:14][cH:15][n:16]2)[CH2:17][CH2:18][NH:19][CH2:20]3)[cH:7][n:8]1.[CH3:40][C:41]#[N:42].[CH:31]([N:32]([CH2:33][CH3:34])[CH:35]([CH3:36])[CH3:37])([CH3:38])[CH3:39].[Cl:21][c:22]1[cH:23][cH:24][c:25]([F:30])[c:26]([C:27]#[N:28])[cH:29]1>>[CH3:1][O:2][c:3]1[cH:4][cH:5][c:6]([CH2:9][NH:10][c:11]2[c:12]3[c:13]([n:14][cH:15][n:16]2)[CH2:17][CH2:18][N:19]([c:25]2[cH:24][cH:23][c:22]([Cl:21])[cH:29][c:26]2[C:27]#[N:28])[CH2:20]3)[cH:7][n:8]1. The reactants are Cc1c(CN2CCN(c3nccnc3-c3ccc(O)cc3)CC2)cnn1C, CN(C)C=O, CC#N, NC(=O)CCl, Cl, [H-], [Na+], O. The product is Cc1c(CN2CCN(c3nccnc3-c3ccc(OCC(N)=O)cc3)CC2)cnn1C, Cl. Reaction SMILES: [CH3:1][n:2]1[n:3][cH:4][c:5]([CH2:8][N:9]2[CH2:10][CH2:11][N:12]([c:15]3[n:16][cH:17][cH:18][n:19][c:20]3-[c:21]3[cH:22][cH:23][c:24]([OH:27])[cH:25][cH:26]3)[CH2:13][CH2:14]2)[c:6]1[CH3:7].[CH3:36][N:37]([CH3:38])[CH:39]=[O:40].[CH3:41][C:42]#[N:43].[Cl:30][CH2:31][C:32](=[O:33])[NH2:34].[ClH:35].[H-:28].[Na+:29].[OH2:44]>>[CH3:1][n:2]1[n:3][cH:4][c:5]([CH2:8][N:9]2[CH2:10][CH2:11][N:12]([c:15]3[n:16][cH:17][cH:18][n:19][c:20]3-[c:21]3[cH:22][cH:23][c:24]([O:27][CH2:31][C:32](=[O:33])[NH2:34])[cH:25][cH:26]3)[CH2:13][CH2:14]2)[c:6]1[CH3:7].[ClH:30]. The reactants are C(#N)[BH3-].[Na+] (Sodium cyanoborohydride), C(C)(C)(C)OC(=O)N1[C@@H](C[C@@H](C1)NCC1=CC=C(C=C1)C#N)C(=O)N1CSCC1 (3-[(2S,4S)-1-tert-Butoxycarbonyl-4-(4-cyanophenylmethyl)amino-2-pyrrolidinylcarbonyl]-1,3-thiazolidine), Cl.Cl.C(#N)C1=CC=C(C=C1)CN[C@H]1C[C@H](NC1)C(=O)N1CSCC1 (3-[(2S,4S)-4-(4-cyanophenylmethyl)amino-2-pyrrolidinylcarbonyl]-1,3-thiazolidine dihydrochloride), C=O (formaldehyde). The reagents and catalysts are C(C)(=O)O (acetic acid). The solvent is C(C)#N (acetonitrile). Run at time 30 minute. The product is C(C)(C)(C)OC(=O)N1[C@@H](C[C@@H](C1)N(C)CC1=CC=C(C=C1)C#N)C(=O)N1CSCC1 (3-{(2S,4S)-1-tert-butoxycarbonyl-4-[N-(4-cyanophenylmethyl)-N-methylamino]-2-pyrrolidinylcarbonyl}-1,3-thiazolidine). RXN SMILES: [C:1]([O:5][C:6]([N:8]1[CH2:12][C@@H:11]([NH:13][CH2:14][C:15]2[CH:20]=[CH:19][C:18]([C:21]#[N:22])=[CH:17][CH:16]=2)[CH2:10][C@H:9]1[C:23]([N:25]1[CH2:29][CH2:28][S:27][CH2:26]1)=[O:24])=[O:7])([CH3:4])([CH3:3])[CH3:2].Cl.Cl.[C:32](C1C=CC(CN[C@@H]2CN[C@H](C(N3CCSC3)=O)C2)=CC=1)#N.C=O.C([BH3-])#N.[Na+]>C(#N)C.C(O)(=O)C>[C:1]([O:5][C:6]([N:8]1[CH2:12][C@@H:11]([N:13]([CH2:14][C:15]2[CH:20]=[CH:19][C:18]([C:21]#[N:22])=[CH:17][CH:16]=2)[CH3:32])[CH2:10][C@H:9]1[C:23]([N:25]1[CH2:29][CH2:28][S:27][CH2:26]1)=[O:24])=[O:7])([CH3:4])([CH3:2])[CH3:3] |f:1.2.3,5.6|. Reported procedure: 3-[(2S,4S)-1-tert-Butoxycarbonyl-4-(4-cyanophenylmethyl)amino-2-pyrrolidinylcarbonyl]-1,3-thiazolidine [product of Example 63 (1), 1.35 g] and 37% formaldehyde solution (0.788 mL) were dissolved in acetonitrile (20 mL), and the mixture was stirred at room temperature for 30 min. Sodium cyanoborohydride (0.305 g) and several drops of acetic acid were added to the reaction mixture, and the reaction mixture was stirred for 1 hr. The reaction mixture was evaporated under reduced pressure. Saturated ... Starting materials: C(CC#CCC)(=O)O (3-hexynoic acid), [N+](=[N-])=C (diazomethane). The reagents and catalysts are C(C)(=O)O (acetic acid). The solvent is CCOCC (ether). The product is COC(CC#CCC)=O (3-hexynoic acid methyl ester). Reaction SMILES: [C:1]([OH:8])(=[O:7])[CH2:2][C:3]#[C:4][CH2:5][CH3:6].[N+](=[CH2:11])=[N-]>CCOCC.C(O)(=O)C>[CH3:11][O:7][C:1](=[O:8])[CH2:2][C:3]#[C:4][CH2:5][CH3:6]. Reported procedure: A solution of 5.9 g of 3-hexynoic acid in 50 ml of ether is treated with a slight excess of ethereal diazomethane solution. A few drops of glacial acetic acid are added to the mixture, the mixture is concentrated in vacuo and then distilled. 5.65 g of the title compound are obtained: b.p. 62° C. (5 mm). Reactants: [N+](=O)(O)[O-] (nitric acid), ice water, [OH-].[Na+] (sodium hydroxide), S(O)(O)(=O)=O (sulfuric acid), C(C)(C)C1=NC2=C(N1C)C=CC(=C2)C(F)(F)F (2-isopropyl-1-methyl-5-trifluoromethylbenzimidazole), C([O-])([O-])=O.[Na+].[Na+] (sodium carbonate). Yields the product C(C)(C)C1=NC2=C(N1C)C=C(C(=C2)C(F)(F)F)[N+](=O)[O-] (2-Isopropyl-1-methyl-6-nitro-5-trifluoromethylbenzimidazole). As a reaction SMILES: [N+:1]([O-:4])(O)=[O:2].S(=O)(=O)(O)O.[CH:10]([C:13]1[N:17]([CH3:18])[C:16]2[CH:19]=[CH:20][C:21]([C:23]([F:26])([F:25])[F:24])=[CH:22][C:15]=2[N:14]=1)([CH3:12])[CH3:11].[OH-].[Na+].C(=O)([O-])[O-].[Na+].[Na+]>>[CH:10]([C:13]1[N:17]([CH3:18])[C:16]2[CH:19]=[C:20]([N+:1]([O-:4])=[O:2])[C:21]([C:23]([F:25])([F:26])[F:24])=[CH:22][C:15]=2[N:14]=1)([CH3:12])[CH3:11] |f:3.4,5.6.7|. Reported procedure: Slowly add 1.01 g. of 90% nitric acid dissolved in 2.2 ml. of concentrated sulfuric acid to a stirred solution of 3.00 g. of 2-isopropyl-1-methyl-5-trifluoromethylbenzimidazole in 13.2 ml. of concentrated sulfuric at about 5° C. Maintain the reaction at about 5° C for 2 hours. Pour the reaction mixture into 300 ml. of ice water and basify with 26 ml. of 50% sodium hydroxide followed by sodium carbonate. Extract with ether, dry over sodium sulfate and evaporate to dryness. Recrystallize from dich... Reactants: ClC1=NC2=C(N1COCCOC)C=C(C(=C2)SC=2C=C(C=CC2)C)Cl (2,6-dichloro-1-(2-methoxy-ethoxymethyl)-5-m-tolylsulfanyl-1H-benzoimidazole), CN(C)C=O (DMF), C([O-])([O-])=O.[Cs+].[Cs+] (cesium carbonate), C(C)OC(=O)C=1C=NNC1 (1H-pyrazole-4-carboxylic acid ethyl ester). The solvent is [Cl-].[Na+].O (brine). Conditions: temperature 80 celsius. Product: C(C)OC(=O)C=1C=NN(C1)C1=NC2=C(N1COCCOC)C=C(C(=C2)SC=2C=C(C=CC2)C)Cl (1-[6-chloro-1-(2-methoxy-ethoxymethyl)-5-m-tolylsulfanyl-1H-benzoimidazol-2-yl]-1H-pyrazole-4-carboxylic acid ethyl ester). RXN SMILES: Cl[C:2]1[N:6]([CH2:7][O:8][CH2:9][CH2:10][O:11][CH3:12])[C:5]2[CH:13]=[C:14]([Cl:25])[C:15]([S:17][C:18]3[CH:19]=[C:20]([CH3:24])[CH:21]=[CH:22][CH:23]=3)=[CH:16][C:4]=2[N:3]=1.CN(C=O)C.C(=O)([O-])[O-].[Cs+].[Cs+].[CH2:37]([O:39][C:40]([C:42]1[CH:43]=[N:44][NH:45][CH:46]=1)=[O:41])[CH3:38]>[Cl-].[Na+].O>[CH2:37]([O:39][C:40]([C:42]1[CH:43]=[N:44][N:45]([C:2]2[N:6]([CH2:7][O:8][CH2:9][CH2:10][O:11][CH3:12])[C:5]3[CH:13]=[C:14]([Cl:25])[C:15]([S:17][C:18]4[CH:19]=[C:20]([CH3:24])[CH:21]=[CH:22][CH:23]=4)=[CH:16][C:4]=3[N:3]=2)[CH:46]=1)=[O:41])[CH3:38] |f:2.3.4,6.7.8|. Procedure: To a mixture of 2,6-dichloro-1-(2-methoxy-ethoxymethyl)-5-m-tolylsulfanyl-1H-benzoimidazole (0.500 g, 1.26 mmol) and DMF (2.52 mL) was added cesium carbonate (0.820 g, 2.52 mmol) and 1H-pyrazole-4-carboxylic acid ethyl ester (0.194 g, 1.38 mmol). The mixture was heated at 80° C. for 2 h in a sealed tube. The mixture was cooled to 23° C. and poured into brine (40 mL), and extracted with EtOAc (3×50 mL). The organic layers were washed with brine (40 mL), dried, filtered, and concentrated under red...